This data is from the Open Reaction Database (ORD), a public repository of structured organic reaction records. The task is: describe an organic reaction: reactants, conditions, products, and yield Starting materials: N1CCC2(CC1)CSC1=C(O2)C2=CC=CC=C2C(C1=O)=O (spiro[naphtho[1,2-b][1,4]oxathiine-2,4′-piperidine]-5,6-dione), ClC1=CC=C(OC[C@H]2OC2)C=C1 ((2S)-2-[(4-chlorophenoxy)methyl]oxirane). Yields the product ClC1=CC=C(OC[C@H](CN2CCC3(CC2)CSC2=C(O3)C3=CC=CC=C3C(C2=O)=O)O)C=C1 (1′-[(2S)-3-(4-chlorophenoxy)-2-hydroxypropyl]spiro[naphtho[1,2-b][1,4]oxathiine-2,4′-piperidine]-5,6-dione). RXN SMILES: [NH:1]1[CH2:6][CH2:5][C:4]2([O:11][C:10]3[C:12]4[C:17]([C:18](=[O:21])[C:19](=[O:20])[C:9]=3[S:8][CH2:7]2)=[CH:16][CH:15]=[CH:14][CH:13]=4)[CH2:3][CH2:2]1.[Cl:22][C:23]1[CH:33]=[CH:32][C:26]([O:27][CH2:28][C@@H:29]2[CH2:31][O:30]2)=[CH:25][CH:24]=1>>[Cl:22][C:23]1[CH:33]=[CH:32][C:26]([O:27][CH2:28][C@@H:29]([OH:30])[CH2:31][N:1]2[CH2:2][CH2:3][C:4]3([O:11][C:10]4[C:12]5[C:17]([C:18](=[O:21])[C:19](=[O:20])[C:9]=4[S:8][CH2:7]3)=[CH:16][CH:15]=[CH:14][CH:13]=5)[CH2:5][CH2:6]2)=[CH:25][CH:24]=1. Reported procedure: Compound 182 was synthesized using spiro[naphtho[1,2-b][1,4]oxathiine-2,4′-piperidine]-5,6-dione, (2S)-2-[(4-chlorophenoxy)methyl]oxirane and conditions outlined in procedure Y. M.p.=138-140° C.; 400 MHz 1H NMR (CDCl3) δ: 8.06 (dd, J=7.7, 1.5 Hz, 1H), 7.77 (d, J=7.7 Hz, 1H), 7.67 (td, J=7.7, 1.1 Hz, 1H), 7.49 (td, J=7.5, 1.1 Hz, 1H), 7.28-7.21 (m, 2H), 6.88-6.82 (m, 2H), 4.17-4.08 (m, 1H), 4.02-3.94 (m, 2H), 3.02-2.92 (m, 1H), 2.95 (s, 2H), 2.84-2.76 (m, 2H), 2.71-2.61 (m, 2H), 2.54 (td, J=11.5,...